describe an organic reaction: reactants, conditions, products, and yield From a dataset of the Open Reaction Database (ORD), a public repository of structured organic reaction records. Starting materials: BrCCC(C)C (1-bromo-3-methyl-butane), [H-].[Na+] (sodium hydride), oil, [N+](=O)([O-])C1=NNC=C1 (3-Nitro-1H-pyrazole). The solvent is CN(C=O)C (N,N-dimethylformamide), C(C)(=O)OCC (ethyl acetate). Reaction conditions: time 16 hour. Yields the product [N+](=O)([O-])C1=NN(C=C1)CCC(C)C (3-nitro-1-iso-pentyl-1H-pyrazole). Yield: 70.5%. As a reaction SMILES: [N+:1]([C:4]1[CH:8]=[CH:7][NH:6][N:5]=1)([O-:3])=[O:2].[H-].[Na+].Br[CH2:12][CH2:13][CH:14]([CH3:16])[CH3:15]>CN(C)C=O.C(OCC)(=O)C>[N+:1]([C:4]1[CH:8]=[CH:7][N:6]([CH2:12][CH2:13][CH:14]([CH3:16])[CH3:15])[N:5]=1)([O-:3])=[O:2] |f:1.2|. Reported procedure: 3-Nitro-1H-pyrazole (prepared in example 3, 100 mg, 0.89 mmol) was dissolved in anhydrous N,N-dimethylformamide (4 mL) and a 60% dispersion of sodium hydride in mineral oil (42 mg, 1.06 mmol) was added while stirring under nitrogen. After the effervescence ceased and the reaction stirred for an additional 10 min before 1-bromo-3-methyl-butane (0.133 mL, 1.06 mmol) was added. The reaction continued to stir under nitrogen for 4 h. The reaction was stored at −25° C. for 16 h. The solution was dilut...